Dataset: the Open Reaction Database (ORD), a public repository of structured organic reaction records. Task: describe an organic reaction: reactants, conditions, products, and yield Starting materials: O=C(NCc1nc2ccccc2c(=O)n1-c1ccc(F)cc1)OCc1ccccc1, CO. The product is NCc1nc2ccccc2c(=O)n1-c1ccc(F)cc1. As a reaction SMILES: [CH2:1]([O:2][C:3](=[O:4])[NH:10][CH2:11][c:12]1[n:13][c:14]2[cH:15][cH:16][cH:17][cH:18][c:19]2[c:20](=[O:29])[n:21]1-[c:22]1[cH:23][cH:24][c:25]([F:28])[cH:26][cH:27]1)[c:5]1[cH:6][cH:7][cH:8][cH:9][cH:30]1.[CH3:31][OH:32]>>[NH2:10][CH2:11][c:12]1[n:13][c:14]2[cH:15][cH:16][cH:17][cH:18][c:19]2[c:20](=[O:29])[n:21]1-[c:22]1[cH:23][cH:24][c:25]([F:28])[cH:26][cH:27]1. Starting materials: [H][H] (hydrogen), [H][H] (hydrogen), C(#N)CCP(OC(C)C)(=O)CC (isopropyl 2-cyanoethyl(ethyl)phosphinate), liquid, N (ammonia). Reagents/catalysts: [Ni] (Raney-Nickel). Solvent: C(C)(C)O (isopropanol). The product is NCCCP(OC(C)C)(=O)CC (isopropyl 3-aminopropyl(ethyl)phosphinate). As a reaction SMILES: [C:1]([CH2:3][CH2:4][P:5]([CH2:11][CH3:12])(=[O:10])[O:6][CH:7]([CH3:9])[CH3:8])#[N:2].N.[H][H]>C(O)(C)C.[Ni]>[NH2:2][CH2:1][CH2:3][CH2:4][P:5]([CH2:11][CH3:12])(=[O:10])[O:6][CH:7]([CH3:9])[CH3:8]. Procedure: To 34.1 g of isopropyl 2-cyanoethyl(ethyl)phosphinate in 500 ml of isopropanol are added 60 ml of liquid ammonia and 6.8 g of Raney-Nickel. The mixture is heated to 80° and treated with hydrogen at 100 bar. After 11/2 hours hydrogen-uptake stops. The reaction mixture is filtered and the filtrate distilled to give isopropyl 3-aminopropyl(ethyl)phosphinate as a colorless oil, b.p. 75°/13 Pa. Reaction SMILES: [C:1]([CH3:2])([CH3:3])([CH3:4])[O:5][C:6]([N:7]([CH2:8][CH2:9][CH2:10][N:11]1[C:12](=[O:13])[c:14]2[c:15]([cH:16][cH:17][cH:18][cH:19]2)[C:20]1=[O:21])[CH2:22][CH2:23][CH2:24][N:25]([CH2:26][CH2:27][CH2:28][CH2:29][N:30]([CH2:31][CH2:32][CH2:33][NH:34][C:35](=[O:36])[O:37][C:38]([CH3:39])([CH3:40])[CH3:41])[C:42](=[O:43])[O:44][C:45]([CH3:46])([CH3:47])[CH3:48])[C:49](=[O:50])[O:51][C:52]([CH3:53])([CH3:54])[CH3:55])=[O:56].[CH3:60][CH2:61][OH:62].[NH2:58][NH2:59].[OH2:57]>>[C:1]([CH3:2])([CH3:3])([CH3:4])[O:5][C:6]([N:7]([CH2:8][CH2:9][CH2:10][NH2:11])[CH2:22][CH2:23][CH2:24][N:25]([CH2:26][CH2:27][CH2:28][CH2:29][N:30]([CH2:31][CH2:32][CH2:33][NH:34][C:35](=[O:36])[O:37][C:38]([CH3:39])([CH3:40])[CH3:41])[C:42](=[O:43])[O:44][C:45]([CH3:46])([CH3:47])[CH3:48])[C:49](=[O:50])[O:51][C:52]([CH3:53])([CH3:54])[CH3:55])=[O:56]. The product is CC(C)(C)OC(=O)NCCCN(CCCCN(CCCN(CCCN)C(=O)OC(C)(C)C)C(=O)OC(C)(C)C)C(=O)OC(C)(C)C. The reactants are CC(C)(C)OC(=O)NCCCN(CCCCN(CCCN(CCCN1C(=O)c2ccccc2C1=O)C(=O)OC(C)(C)C)C(=O)OC(C)(C)C)C(=O)OC(C)(C)C, CCO, NN, O.